From a dataset of the Open Reaction Database (ORD), a public repository of structured organic reaction records. describe an organic reaction: reactants, conditions, products, and yield Run in C(C)OCC (diethyl ether), C(C)OCC (diethyl ether), C(C)OCC (diethyl ether), C(C)OCC (diethyl ether), C(C)OCC (diethyl ether). Product: COC=1C=C2CC(CC(C2=CC1)=O)(C)C (6-Methoxy-3,3-dimethyl-3,4-dihydro-2H-naphthalen-1-one), C(C)OC(C(C(=O)OCC)C(CC1=CC(=CC=C1)OC)(C)C)=O (2-[2-(3-methoxyphenyl)-1,1-dimethylethyl]malonic acid diethyl ester). Reported procedure: The title compound was synthesized by referring to J. Org. Chem., 1971, 36, 3260. To a suspension of magnesium (2.7 g) in diethyl ether (5 ml) was added a solution of 3-methoxybenzyl chloride (15 ml) in diethyl ether (90 ml) dropwise on an ice bath under a nitrogen atmosphere, the solution was stirred for 20 minutes at room temperature. To a resulting solution of 3-methoxybenzyl magnesium chloride in diethyl ether, which was cooled on an ice, was added dropwise solution of diethyl 2-isopropylide... Starting materials: COC=1C=C(C[Mg]Cl)C=CC1 (3-methoxybenzyl magnesium chloride), ice, C(C)(C)=C(C(=O)OCC)C(=O)OCC (diethyl 2-isopropylidenemalonate), COC=1C=C(CCl)C=CC1 (3-methoxybenzyl chloride), Cl (hydrochloric acid), [Mg] (magnesium). RXN SMILES: [Mg].[CH3:2][O:3][C:4]1[CH:5]=[C:6]([CH:9]=[CH:10][CH:11]=1)[CH2:7]Cl.[CH3:12][O:13][C:14]1[CH:15]=[C:16]([CH:20]=[CH:21][CH:22]=1)[CH2:17][Mg]Cl.[C:23](=[C:26]([C:32]([O:34][CH2:35][CH3:36])=[O:33])[C:27]([O:29][CH2:30][CH3:31])=[O:28])([CH3:25])[CH3:24].Cl>C(OCC)C>[CH3:2][O:3][C:4]1[CH:5]=[C:6]2[C:9](=[CH:10][CH:11]=1)[C:14](=[O:13])[CH2:15][C:16]([CH3:20])([CH3:17])[CH2:7]2.[CH2:30]([O:29][C:27](=[O:28])[CH:26]([C:23]([CH3:24])([CH3:25])[CH2:17][C:16]1[CH:20]=[CH:21][CH:22]=[C:14]([O:13][CH3:12])[CH:15]=1)[C:32]([O:34][CH2:35][CH3:36])=[O:33])[CH3:31]. Run at time 20 minute. Starting materials: C1(=CC=CC=C1)OC (anisole), C(C)(C)(C)OC(=O)N1CCC(CC1)COC[C@@H](C1=CC=CC=C1)NC(=O)C1=CC=C2C(=CNC2=C1)C (4-{(R)-2-[(3-methyl-1H-indole-6-carbonyl)amino]-2phenylethoxymethyl}piperidine-1-carboxylic acid tert-butyl ester). Product: CC1=CNC2=CC(=CC=C12)C(=O)N[C@@H](COCC1CCNCC1)C1=CC=CC=C1 (3-Methyl-N-[(R)-1-phenyl-2-(piperidin-4-ylmethoxy)ethyl]-1H-indole-6-carboxamide), crude residue. RXN SMILES: C1(OC)C=CC=CC=1.C(OC([N:16]1[CH2:21][CH2:20][CH:19]([CH2:22][O:23][CH2:24][C@H:25]([NH:32][C:33]([C:35]2[CH:43]=[C:42]3[C:38]([C:39]([CH3:44])=[CH:40][NH:41]3)=[CH:37][CH:36]=2)=[O:34])[C:26]2[CH:31]=[CH:30][CH:29]=[CH:28][CH:27]=2)[CH2:18][CH2:17]1)=O)(C)(C)C>>[CH3:44][C:39]1[C:38]2[C:42](=[CH:43][C:35]([C:33]([NH:32][C@H:25]([C:26]3[CH:31]=[CH:30][CH:29]=[CH:28][CH:27]=3)[CH2:24][O:23][CH2:22][CH:19]3[CH2:18][CH2:17][NH:16][CH2:21][CH2:20]3)=[O:34])=[CH:36][CH:37]=2)[NH:41][CH:40]=1. Procedure: Using deprotection method B, but without addition of anisole, 4-{(R)-2-[(3-methyl-1H-indole-6-carbonyl)amino]-2phenylethoxymethyl}piperidine-1-carboxylic acid tert-butyl ester (1.5 g crude, 3.0 mmol) afforded the title compound as a crude residue, which was used without further purification. Reactants: Cl.NCC=1C=C(C=CC1)CC(=O)O (3-aminomethylphenylacetic acid hydrochloride), Cl.NCC1=CC=C(C=C1)CC(=O)O (4-aminomethylphenylacetic acid hydrochloride), C(C)(C)(C)OC(=O)ON=C(C#N)C1=CC=CC=C1 (2-t-butoxycarbonyloxyimino-2-phenylacetonitrile). The product is C(C)(C)(C)OC(=O)NCC=1C=C(C=CC1)CC(=O)O (3-(N-t-butoxycarbonylaminomethyl)phenylacetic acid). Reaction SMILES: Cl.[NH2:2][CH2:3][C:4]1[CH:5]=[C:6]([CH2:10][C:11]([OH:13])=[O:12])[CH:7]=[CH:8][CH:9]=1.Cl.NCC1C=CC(CC(O)=O)=CC=1.[C:27]([O:31][C:32](ON=C(C1C=CC=CC=1)C#N)=[O:33])([CH3:30])([CH3:29])[CH3:28]>>[C:27]([O:31][C:32]([NH:2][CH2:3][C:4]1[CH:5]=[C:6]([CH2:10][C:11]([OH:13])=[O:12])[CH:7]=[CH:8][CH:9]=1)=[O:33])([CH3:30])([CH3:29])[CH3:28] |f:0.1,2.3|. Reported procedure: Substitution of an equivalent amount of 3-aminomethylphenylacetic acid hydrochloride for 4-aminomethylphenylacetic acid hydrochloride in the reaction with 2-t-butoxycarbonyloxyimino-2-phenylacetonitrile described in Example 54 gave 3-(N-t-butoxycarbonylaminomethyl)phenylacetic acid, m.p. 95°-96.5°. The reactants are BrCCCC1=CC=CC=C1 (1-Bromo-3-phenylpropane), C(C)OC(=O)C=1C(C2=CC(=CC=C2C1C1=CC=CC=C1)O)=O (6-Hydroxy-1-oxo-3-phenyl-1H-indene-2-carboxylate ethyl ester), C([O-])([O-])=O.[K+].[K+] (potassium carbonate), [I-].[Na+] (sodium iodide). Solvent: CN(C=O)C (dimethylformamide). Reaction conditions: temperature 60 celsius, time 12 hour. Yields the product C(C)OC(=O)C=1C(C2=CC(=CC=C2C1C1=CC=CC=C1)OCCCC1=CC=CC=C1)=O (3-phenyl-6-(3-phenylpropyloxy)-1-oxo-1H-indene-2-carboxylate ethyl ester). Isolated yield 85.0%. Reaction SMILES: [CH2:1]([O:3][C:4]([C:6]1[C:7](=[O:22])[C:8]2[C:13]([C:14]=1[C:15]1[CH:20]=[CH:19][CH:18]=[CH:17][CH:16]=1)=[CH:12][CH:11]=[C:10]([OH:21])[CH:9]=2)=[O:5])[CH3:2].C(=O)([O-])[O-].[K+].[K+].[I-].[Na+].Br[CH2:32][CH2:33][CH2:34][C:35]1[CH:40]=[CH:39][CH:38]=[CH:37][CH:36]=1>CN(C)C=O>[CH2:1]([O:3][C:4]([C:6]1[C:7](=[O:22])[C:8]2[C:13]([C:14]=1[C:15]1[CH:20]=[CH:19][CH:18]=[CH:17][CH:16]=1)=[CH:12][CH:11]=[C:10]([O:21][CH2:32][CH2:33][CH2:34][C:35]1[CH:40]=[CH:39][CH:38]=[CH:37][CH:36]=1)[CH:9]=2)=[O:5])[CH3:2] |f:1.2.3,4.5|. Reported procedure: 6-Hydroxy-1-oxo-3-phenyl-1H-indene-2-carboxylate ethyl ester (2 g, 6.80 mmol), potassium carbonate (1.41 g, 10.194 mmol), and sodium iodide (200 mg, 1.359 mmol) were dissolved in dimethylformamide (100 ml). 1-Bromo-3-phenylpropane (2.01 ml, 13.59 mmol) was added thereto at room temperature, was stirred for 12 hours at 60° C., and washed with saturated ammonium chloride. The organic layer obtained by extracting the reaction mixture with ethyl acetate was dried over anhydrous magnesium sulfate, co... The reactants are BrC=1C=CC=C2C=CC=C(C12)C(=O)O (8-bromo-naphthalene-1-carboxylic acid), C([O-])([O-])=O.[K+].[K+] (potassium carbonate), ICC (iodoethane). Solvent: CN(C)C=O (DMF). Run at time 8 hour. Product: C(C)OC(=O)C1=CC=CC2=CC=CC(=C12)Br (8-bromo-naphthalene-1-carboxylic acid ethyl ester). RXN SMILES: [Br:1][C:2]1[CH:3]=[CH:4][CH:5]=[C:6]2[C:11]=1[C:10]([C:12]([OH:14])=[O:13])=[CH:9][CH:8]=[CH:7]2.C(=O)([O-])[O-].[K+].[K+].I[CH2:22][CH3:23]>CN(C=O)C>[CH2:22]([O:13][C:12]([C:10]1[C:11]2[C:6](=[CH:5][CH:4]=[CH:3][C:2]=2[Br:1])[CH:7]=[CH:8][CH:9]=1)=[O:14])[CH3:23] |f:1.2.3|. Reported procedure: A solution of 8-bromo-naphthalene-1-carboxylic acid (1.6 g) in DMF (15 ml) was treated with potassium carbonate (2.2 g) and iodoethane (1.03 ml). The reaction mixture was stirred overnight at r.t., then quenched with water and extracted with ethyl acetate. The organics were dried over MgSO4, filtered and concentrated. The crude product was purified by column chromatography (silica gel; gradient: cyclohexane→cyclohexane/EtOAc 1:1) to give 8-bromo-naphthalene-1-carboxylic acid ethyl ester (1.57 g)... The solvent is C(C)#N (acetonitrile). Reactants: N1C(=O)NC(=O)C=C1 (uracil), Cl[Sn](Cl)(Cl)Cl (SnCl4), C(C)(=O)O[C@H]1[C@H](OC(C2=CC=CC=C2)=O)[C@H](OC(C2=CC=CC=C2)=O)[C@H](O1)COC(C1=CC=CC=C1)=O (1-O-acetyl-2,3,5-tri-O-benzoyl-β-D-ribofuranose), C[Si](C)(C)N[Si](C)(C)C (HMDS). As a reaction SMILES: [NH:1]1[CH:8]=[CH:7][C:5](=[O:6])[NH:4][C:2]1=[O:3].C(O[C@@H:13]1[O:35][C@H:34]([CH2:36][O:37][C:38](=[O:45])[C:39]2[CH:44]=[CH:43][CH:42]=[CH:41][CH:40]=2)[C@@H:24]([O:25][C:26](=[O:33])[C:27]2[CH:32]=[CH:31][CH:30]=[CH:29][CH:28]=2)[C@H:14]1[O:15][C:16](=[O:23])[C:17]1[CH:22]=[CH:21][CH:20]=[CH:19][CH:18]=1)(=O)C.C[Si](N[Si](C)(C)C)(C)C.Cl[Sn](Cl)(Cl)Cl>C(#N)C>[C:16]([O:15][C@@H:14]1[C@H:24]([O:25][C:26](=[O:33])[C:27]2[CH:32]=[CH:31][CH:30]=[CH:29][CH:28]=2)[C@@H:34]([CH2:36][O:37][C:38](=[O:45])[C:39]2[CH:40]=[CH:41][CH:42]=[CH:43][CH:44]=2)[O:35][C@H:13]1[N:1]1[CH:8]=[CH:7][C:5](=[O:6])[NH:4][C:2]1=[O:3])(=[O:23])[C:17]1[CH:22]=[CH:21][CH:20]=[CH:19][CH:18]=1. Reported procedure: 0.56 g. (5 mmol) of uracil, 2.52 g. (5 mmol) of 1-O-acetyl-2,3,5-tri-O-benzoyl-β-D-ribofuranose were agitated in 75 ml. of absolute acetonitrile with 0.65 g. (4 mmol) of HMDS, 0.43 g. (4 mmol) of TCS, and 1.56 g. (6 mmol) of SnCl4 for 2 hours at 24° C. The mixture was worked up as set forth in Example 1, yielding 83.1% of crystalline uridine tribenzoate. Isolated yield 83.1%. Yields the product C(C1=CC=CC=C1)(=O)O[C@H]1[C@@H](O[C@@H]([C@H]1OC(C1=CC=CC=C1)=O)COC(C1=CC=CC=C1)=O)N1C(=O)NC(=O)C=C1 (uridine tribenzoate). The reactants are [OH-].[K+] (Potassium hydroxide), S(=O)(=O)(O)O.C(N)(=N)N1CCN(CC1)CC1=CC=CC=C1 (1-amidino-4-benzylpiperazine sulfate), C(C)(=O)C(C(=O)OCC)CC(=O)OCC (diethyl acetylsuccinate). The solvent is C(C)O (ethanol), C(C)O (ethanol), C1(=CC=CC=C1)C (toluene). Conditions: time 30 minute. Yields the product C(C1=CC=CC=C1)N1CCN(CC1)C1=NC(=C(C(=N1)O)CC(=O)OCC)C (2-(4-benzylpiperazino)-5-ethoxycarbonylmethyl-4-hydroxy-6-methylpyrimidine). Isolated yield 17.6%. Reaction SMILES: [OH-].[K+].S(O)(O)(=O)=O.[C:8]([N:11]1[CH2:16][CH2:15][N:14]([CH2:17][C:18]2[CH:23]=[CH:22][CH:21]=[CH:20][CH:19]=2)[CH2:13][CH2:12]1)(=[NH:10])[NH2:9].[C:24]([CH:27]([CH2:33][C:34]([O:36][CH2:37][CH3:38])=[O:35])[C:28](OCC)=[O:29])(=O)[CH3:25]>C(O)C.C1(C)C=CC=CC=1>[CH2:17]([N:14]1[CH2:15][CH2:16][N:11]([C:8]2[N:9]=[C:28]([OH:29])[C:27]([CH2:33][C:34]([O:36][CH2:37][CH3:38])=[O:35])=[C:24]([CH3:25])[N:10]=2)[CH2:12][CH2:13]1)[C:18]1[CH:23]=[CH:22][CH:21]=[CH:20][CH:19]=1 |f:0.1,2.3|. Procedure details: Potassium hydroxide (3.1 g) was added to 200 ml of ethanol, and the mixture was stirred for 30 minutes. Then, 12.4 g of 1-amidino-4-benzylpiperazine sulfate was added. The mixture was stirred at room temperature for 10 minutes. To the solution was added 12.4 g of diethyl acetylsuccinate. The mixture was refluxed for 2 hours. Then, 200 ml of toluene was added, and the mixture was refluxed for 3 hours. After the reaction, ethanol was evaporated, and the residue was poured into 50 ml of an aqueous ... Starting materials: C(#C)C1=CC=C(C=C1)CC(C)NC(C)=O (N-(1-(4-ethynylphenyl)propan-2-yl)acetamide), ClC1=NC=CC(=N1)Cl (2,4-dichloropyrimidine), TEA. Reagents/catalysts: Cl[Pd]([P](C1=CC=CC=C1)(C2=CC=CC=C2)C3=CC=CC=C3)([P](C4=CC=CC=C4)(C5=CC=CC=C5)C6=CC=CC=C6)Cl (bis(triphenyphosphine)dichloropalladium). Run in C1CCOC1 (THF). The product is ClC1=NC=C(C=N1)C#CC1=CC=C(C=C1)CC(C)NC(C)=O (N-(1-(4-((2-Chloropyrimidin-5-yl)ethynyl)phenyl)propan-2-yl)acetamide). As a reaction SMILES: [C:1]([C:3]1[CH:8]=[CH:7][C:6]([CH2:9][CH:10]([NH:12][C:13](=[O:15])[CH3:14])[CH3:11])=[CH:5][CH:4]=1)#[CH:2].[Cl:16][C:17]1[N:22]=[C:21](Cl)[CH:20]=[CH:19][N:18]=1>C1COCC1.Cl[Pd](Cl)([P](C1C=CC=CC=1)(C1C=CC=CC=1)C1C=CC=CC=1)[P](C1C=CC=CC=1)(C1C=CC=CC=1)C1C=CC=CC=1>[Cl:16][C:17]1[N:22]=[CH:21][C:20]([C:2]#[C:1][C:3]2[CH:8]=[CH:7][C:6]([CH2:9][CH:10]([NH:12][C:13](=[O:15])[CH3:14])[CH3:11])=[CH:5][CH:4]=2)=[CH:19][N:18]=1 |^1:31,50|. Procedure: To 3.30 g (16.4 mmol) N-(1-(4-ethynylphenyl)propan-2-yl)acetamide (I58.3) in 40 mL THF are added 2.44 g (16.4 mmol) 2,4-dichloropyrimidine, 57.5 mg (82.0 μmol) bis(triphenyphosphine)dichloropalladium and 9.10 mL (65.7 mmol) TEA. The reaction mixture is stirred under reflux for 4 h and at r.t. over night. The reaction mixture is filtrated and the solvent is removed in vacuo. The residue is triturated with water and afterwards with diethylether. Starting materials: Cl.Cl.ClC=1C=C(C=CC1OCC1=CC(=CC=C1)C(F)(F)F)C1(C(CCCC1)CCN1CCN(CC1)C)O (1-(3-chloro-4-{[3-(trifluoromethyl)benzyl]oxy}phenyl)-2-(4-methylpiperazin-1-ylethyl]cyclohexanol dihydrochloride), Cl.Cl.ClC=1C=C(C=CC1OCC1=CC(=CC=C1)C(F)(F)F)C(CN1CCNCC1)C1(CCCCC1)O (1-[1-(3-chloro-4-{[3-(trifluoromethyl)benzyl]oxy}phenyl)-2-piperazin-1-ylethyl]cyclohexanol dihydrochloride). Yields the product Cl.Cl.ClC=1C=C(C=CC1OCC1=CC(=CC=C1)C(F)(F)F)C(CN1CCN(CC1)C)C1(CCCCC1)O (1-[1-(3-chloro-4-{[3-(trifluoromethyl)benzyl]oxy}phenyl)-2-(4-methylpiperazin-1-yl)ethyl]cyclohexanol dihydrochloride). Reaction SMILES: Cl.Cl.[Cl:3][C:4]1C=C(C2(O)CCCCC2CCN2CCN(C)CC2)C=CC=1OCC1C=CC=C(C(F)(F)F)C=1.Cl.Cl.[Cl:40][C:41]1[CH:42]=[C:43]([CH:59]([C:67]2([OH:73])[CH2:72][CH2:71][CH2:70][CH2:69][CH2:68]2)[CH2:60][N:61]2[CH2:66][CH2:65][NH:64][CH2:63][CH2:62]2)[CH:44]=[CH:45][C:46]=1[O:47][CH2:48][C:49]1[CH:54]=[CH:53][CH:52]=[C:51]([C:55]([F:58])([F:57])[F:56])[CH:50]=1>>[ClH:3].[ClH:40].[Cl:40][C:41]1[CH:42]=[C:43]([CH:59]([C:67]2([OH:73])[CH2:72][CH2:71][CH2:70][CH2:69][CH2:68]2)[CH2:60][N:61]2[CH2:62][CH2:63][N:64]([CH3:4])[CH2:65][CH2:66]2)[CH:44]=[CH:45][C:46]=1[O:47][CH2:48][C:49]1[CH:54]=[CH:53][CH:52]=[C:51]([C:55]([F:57])([F:58])[F:56])[CH:50]=1 |f:0.1.2,3.4.5,6.7.8|. Reported procedure: In an analogous manner to Example 24, 1-[1-(3-chloro-4-{[3-(trifluoromethyl)benzyl]oxy}phenyl)-2-(4-methylpiperazin-1-ylethyl]cyclohexanol dihydrochloride was prepared from 1-[1-(3-chloro-4-{[3-(trifluoromethyl)benzyl]oxy}phenyl)-2-piperazin-1-ylethyl]cyclohexanol dihydrochloride (See Example 423). MS (ESI) m/z 511; HRMS: calcd for C27H34ClF3N2O2+H+, 511.23336. found (ESI, [M+H]+), 511.231.